Dataset: the Open Reaction Database (ORD), a public repository of structured organic reaction records. Task: describe an organic reaction: reactants, conditions, products, and yield Starting materials: COc1ccc(-c2ncc(Br)cn2)cc1F, CC(C)(C)[O-], Cc1ccccc1, Nc1ccccc1, [Na+], CC(=O)[O-], CC(=O)[O-], [Pd+2], c1ccc(P(c2ccccc2)c2ccc3ccccc3c2-c2c(P(c3ccccc3)c3ccccc3)ccc3ccccc23)cc1. Product: COc1ccc(-c2ncc(Nc3ccccc3)cn2)cc1F. As a reaction SMILES: [Br:1][c:2]1[cH:3][n:4][c:5](-[c:8]2[cH:9][c:10]([F:16])[c:11]([O:14][CH3:15])[cH:12][cH:13]2)[n:6][cH:7]1.[CH3:70][C:71]([CH3:72])([O-:73])[CH3:74].[CH3:85][c:86]1[cH:87][cH:88][cH:89][cH:90][cH:91]1.[NH2:17][c:18]1[cH:19][cH:20][cH:21][cH:22][cH:23]1.[Na+:75].[O-:77][C:78]([CH3:79])=[O:80].[O-:81][C:82]([CH3:83])=[O:84].[Pd+2:76].[cH:24]1[cH:25][cH:26][c:27]([P:28]([c:29]2[cH:30][cH:31][c:32]3[c:33]([cH:34][cH:35][cH:36][cH:37]3)[c:38]2-[c:39]2[c:40]3[c:41]([cH:42][cH:43][cH:44][cH:45]3)[cH:46][cH:47][c:48]2[P:49]([c:50]2[cH:51][cH:52][cH:53][cH:54][cH:55]2)[c:56]2[cH:57][cH:58][cH:59][cH:60][cH:61]2)[c:62]2[cH:63][cH:64][cH:65][cH:66][cH:67]2)[cH:68][cH:69]1>>[c:2]1([NH:17][c:18]2[cH:19][cH:20][cH:21][cH:22][cH:23]2)[cH:3][n:4][c:5](-[c:8]2[cH:9][c:10]([F:16])[c:11]([O:14][CH3:15])[cH:12][cH:13]2)[n:6][cH:7]1. The reactants are C1COCCO1, CCCNc1c(OC)nn2c(-c3c(OC)cc(COC)cc3OC)csc12, CC(C)(C)[O-], Clc1ccncc1, Cl, [Na+], O=C(C=Cc1ccccc1)C=Cc1ccccc1, O=C(C=Cc1ccccc1)C=Cc1ccccc1, O=C(C=Cc1ccccc1)C=Cc1ccccc1, O, [Pd], [Pd], CC1(C)c2cccc(P(c3ccccc3)c3ccccc3)c2Oc2c(P(c3ccccc3)c3ccccc3)cccc21. Yields the product CCCN(c1ccncc1)c1c(OC)nn2c(-c3c(OC)cc(COC)cc3OC)csc12. Reaction SMILES: [CH2:141]1[O:142][CH2:143][CH2:144][O:145][CH2:146]1.[CH3:1][O:2][c:3]1[c:4](-[c:14]2[n:15]3[c:16]([s:17][cH:18]2)[c:19]([NH:24][CH2:25][CH2:26][CH3:27])[c:20]([O:22][CH3:23])[n:21]3)[c:5]([O:12][CH3:13])[cH:6][c:7]([CH2:9][O:10][CH3:11])[cH:8]1.[CH3:36][C:37]([CH3:38])([O-:39])[CH3:40].[Cl:29][c:30]1[cH:31][cH:32][n:33][cH:34][cH:35]1.[ClH:28].[Na+:41].[O:104]=[C:105]([CH:106]=[CH:107][c:108]1[cH:109][cH:110][cH:111][cH:112][cH:113]1)[CH:114]=[CH:115][c:116]1[cH:117][cH:118][cH:119][cH:120][cH:121]1.[O:122]=[C:123]([CH:124]=[CH:125][c:126]1[cH:127][cH:128][cH:129][cH:130][cH:131]1)[CH:132]=[CH:133][c:134]1[cH:135][cH:136][cH:137][cH:138][cH:139]1.[O:86]=[C:87]([CH:88]=[CH:89][c:90]1[cH:91][cH:92][cH:93][cH:94][cH:95]1)[CH:96]=[CH:97][c:98]1[cH:99][cH:100][cH:101][cH:102][cH:103]1.[OH2:140].[Pd:84].[Pd:85].[c:42]1([P:43]([c:44]2[cH:45][cH:46][cH:47][cH:48][cH:49]2)[c:50]2[c:51]3[c:75]([cH:76][cH:77][cH:78]2)[C:72]([CH3:73])([CH3:74])[c:54]2[c:53]([c:58]([P:59]([c:60]4[cH:61][cH:62][cH:63][cH:64][cH:65]4)[c:66]4[cH:67][cH:68][cH:69][cH:70][cH:71]4)[cH:57][cH:56][cH:55]2)[O:52]3)[cH:79][cH:80][cH:81][cH:82][cH:83]1>>[CH3:1][O:2][c:3]1[c:4](-[c:14]2[n:15]3[c:16]([s:17][cH:18]2)[c:19]([N:24]([CH2:25][CH2:26][CH3:27])[c:30]2[cH:31][cH:32][n:33][cH:34][cH:35]2)[c:20]([O:22][CH3:23])[n:21]3)[c:5]([O:12][CH3:13])[cH:6][c:7]([CH2:9][O:10][CH3:11])[cH:8]1. Reactants: C12(CC3CC(CC(C1)C3)C2)C=2C=C(COC3=CC=C(CN1CC(C1)C(=O)OC)C=C3)C=CC2OC (Methyl 1-(4-(3-(1-admantanyl)-4-methoxybenzyloxy)benzyl)azetidine-3-carboxylate), COC(=O)C1CN(C1)CC1=CC=C(C=C1)OCC1=COC2=C1C=C(C=C2)Cl (methyl-1-(4-((5-chlorobenzofuran-3-yl)methoxy)benzyl)azetidine-3-carboxylate). Product: C12(CC3CC(CC(C1)C3)C2)C=2C=C(COC3=CC=C(CN1CC(C1)C(=O)O)C=C3)C=CC2OC (1-(4-(3-(1-Admantanyl)-4-methoxybenzyloxy)benzyl)azetidine-3-carboxylic acid). The yield is 61.0%. As a reaction SMILES: [C:1]12([C:11]3[CH:12]=[C:13]([CH:31]=[CH:32][C:33]=3[O:34][CH3:35])[CH2:14][O:15][C:16]3[CH:30]=[CH:29][C:19]([CH2:20][N:21]4[CH2:24][CH:23]([C:25]([O:27]C)=[O:26])[CH2:22]4)=[CH:18][CH:17]=3)[CH2:10][CH:5]3[CH2:6][CH:7]([CH2:9][CH:3]([CH2:4]3)[CH2:2]1)[CH2:8]2.COC(C1CN(CC2C=CC(OCC3C4C=C(Cl)C=CC=4OC=3)=CC=2)C1)=O>>[C:1]12([C:11]3[CH:12]=[C:13]([CH:31]=[CH:32][C:33]=3[O:34][CH3:35])[CH2:14][O:15][C:16]3[CH:30]=[CH:29][C:19]([CH2:20][N:21]4[CH2:22][CH:23]([C:25]([OH:27])=[O:26])[CH2:24]4)=[CH:18][CH:17]=3)[CH2:2][CH:3]3[CH2:9][CH:7]([CH2:6][CH:5]([CH2:4]3)[CH2:10]1)[CH2:8]2. Procedure details: When the product of Step C was substituted for methyl-1-(4-((5-chlorobenzofuran-3-yl)methoxy)benzyl)azetidine-3-carboxylate in Example 25, Step E, the similar procedure afforded the title compound in 61% yield, as creamy solid. 1H-NMR (CDCl3:CD3OD) 7.33 (d, 2H, J=8.59 Hz); 7.17-7.12 (m, 2H); 6.92 (d, 2H, J=8.64 Hz); 6.79 (d, 1H, J=8.21 Hz); 4.87 (s, 2H); 4.13 (s, 2H); 4.08-4.02 (m, 4H); 2.0 (s, 6H); 1.97 (s, 3H); 1.68 (s, 6H). Starting materials: Example 20b ( b ), C(C)N(C(C1=C(C(=CC=C1)Cl)C)=O)CC (N,N-diethyl-3-chloro-2-methylbenzamide), ( c ), C(C)OC[C@@H]1N(CCC1)CCC(=O)N(C)OC ((R)-3-(2-ethoxymethylpyrrolidin-1-yl)-N-methoxy-N-methylpropanamide). Yields the product Cl.ClC1=C2C=C(NC(C2=CC=C1)=O)CCN1[C@H](CCC1)COCC ((R)-5-chloro-3-[2-(2-ethoxymethylpyrrolidin-1-yl)ethyl]-2H-isoquinolin-1-one hydrochloride). Isolated yield 55.9%. Reaction SMILES: [CH2:1]([O:3][CH2:4][C@H:5]1[CH2:9][CH2:8][CH2:7][N:6]1[CH2:10]CC(N(OC)C)=O)[CH3:2].C([N:20]([CH2:31][CH3:32])[C:21](=[O:30])[C:22]1[CH:27]=[CH:26][CH:25]=[C:24]([Cl:28])[C:23]=1[CH3:29])C>>[ClH:28].[Cl:28][C:24]1[CH:25]=[CH:26][CH:27]=[C:22]2[C:23]=1[CH:29]=[C:31]([CH2:32][CH2:10][N:6]1[CH2:7][CH2:8][CH2:9][C@@H:5]1[CH2:4][O:3][CH2:1][CH3:2])[NH:20][C:21]2=[O:30] |f:2.3|. Procedure details: In the same manner as in Example 20b (b) and (c) and using (R)-3-(2-ethoxymethylpyrrolidin-1-yl)-N-methoxy-N-methylpropanamide (1.22 g) and N,N-diethyl-3-chloro-2-methylbenzamide (1.13 g), (R)-5-chloro-3-[2-(2-ethoxymethylpyrrolidin-1-yl)ethyl]-2H-isoquinolin-1-one hydrochloride (0.52 g) was obtained.